From a dataset of the Open Reaction Database (ORD), a public repository of structured organic reaction records. describe an organic reaction: reactants, conditions, products, and yield The reactants are FC([C@](C)(O)C1=CC=C(C=C1)N1[C@@H](CN(CC1)S(=O)(=O)C=1SC=CC1)COCC=1C=NC=CC1)(F)F ((2R)-1,1,1-trifluoro-2-(4-((2S)-2-((3-pyridinylmethoxy)methyl)-4-(2-thiophenylsulfonyl)-1-piperazinyl)phenyl)-2-propanol), C=1N=C(C2=C(N1)N(C=N2)[C@H]3[C@@H]([C@@H]([C@H](O3)COP(=O)(O)OP(=O)(O)OC[C@@H]4[C@H]([C@H]([C@@H](O4)N5C=CCC(=C5)C(=O)N)O)O)O)OP(=O)(O)O)N (NADPH), FC([C@@](C)(O)C1=CC=C(C=C1)N1[C@H](CN(CC1)S(=O)(=O)C=1SC=CC1)COCC=1C=NC=CC1)(F)F ((2S)-1,1,1-trifluoro-2-(4-((2R)-2-((3-pyridinylmethoxy)methyl)-4-(2-thiophenylsulfonyl)-1-piperazinyl)phenyl)-2-propanol), FC([C@@](C)(O)C1=CC=C(C=C1)N1[C@@H](CN(CC1)S(=O)(=O)C=1SC=CC1)COCC=1C=NC=CC1)(F)F ((2S)-1,1,1-trifluoro-2-(4-((2S)-2-((3-pyridinylmethoxy)methyl)-4-(2-thiophenylsulfonyl)-1-piperazinyl)phenyl)-2-propanol). Product: FC([C@](C)(O)C1=CC=C(C=C1)N1[C@H](CN(CC1)S(=O)(=O)C=1SC=CC1)COCC=1C=NC=CC1)(F)F ((2R)-1,1,1-trifluoro-2-(4-((2R)-2-((3-pyridinylmethoxy)methyl)-4-(2-thiophenylsulfonyl)-1-piperazinyl)phenyl)-2-propanol). Reaction SMILES: [F:1][C:2]([F:36])([F:35])[C@@:3]([C:6]1[CH:11]=[CH:10][C:9]([N:12]2[CH2:17][CH2:16][N:15]([S:18]([C:21]3[S:22][CH:23]=[CH:24][CH:25]=3)(=[O:20])=[O:19])[CH2:14][C@H:13]2[CH2:26][O:27][CH2:28][C:29]2[CH:30]=[N:31][CH:32]=[CH:33][CH:34]=2)=[CH:8][CH:7]=1)([OH:5])[CH3:4].FC(F)(F)[C@](C1C=CC(N2CCN(S(C3SC=CC=3)(=O)=O)C[C@@H]2COCC2C=NC=CC=2)=CC=1)(O)C.FC(F)(F)[C@](C1C=CC(N2CCN(S(C3SC=CC=3)(=O)=O)C[C@H]2COCC2C=NC=CC=2)=CC=1)(O)C.C1N=C(N)C2N=CN([C@@H]3O[C@H](COP(OP(OC[C@H]4O[C@@H](N5C=C(C(N)=O)CC=C5)[C@H](O)[C@@H]4O)(O)=O)(O)=O)[C@@H](O)[C@H]3OP(O)(O)=O)C=2N=1>>[F:36][C:2]([F:1])([F:35])[C@@:3]([C:6]1[CH:7]=[CH:8][C:9]([N:12]2[CH2:17][CH2:16][N:15]([S:18]([C:21]3[S:22][CH:23]=[CH:24][CH:25]=3)(=[O:20])=[O:19])[CH2:14][C@@H:13]2[CH2:26][O:27][CH2:28][C:29]2[CH:30]=[N:31][CH:32]=[CH:33][CH:34]=2)=[CH:10][CH:11]=1)([OH:5])[CH3:4]. Reported procedure: (2R)-1,1,1-trifluoro-2-(4-((2S)-2-((3-pyridinylmethoxy)methyl)-4-(2-thiophenylsulfonyl)-1-piperazinyl)phenyl)-2-propanol; (2S)-1,1,1-trifluoro-2-(4-((2R)-2-((3-pyridinylmethoxy)methyl)-4-(2-thiophenylsulfonyl)-1-piperazinyl)phenyl)-2-propanol; (2S)-1,1,1-trifluoro-2-(4-((2S)-2-((3-pyridinylmethoxy)methyl)-4-(2-thiophenylsulfonyl)-1-piperazinyl)phenyl)-2-propanol. 1H NMR (400 MHz, CDCl3) δ 8.40-8.38 (m, 1H), 7.67-7.65 (m, 1H), 7.60-7.58 (m, 1H), 7.52-7.46 (m, 3H), 7.45-7.39 (m, 1H), 7.22-7.18 (m,... Reactants: C[N+](C)(C)C, COP(C)(=O)O, COP(=O)(OC)OC, Clc1cnc(Cl)c(Cl)c1Cl, [Zn]. Product: Clc1cnc(Cl)c(Cl)c1. As a reaction SMILES: [CH3:11][N+:12]([CH3:13])([CH3:14])[CH3:15].[CH3:16][O:17][P:18]([CH3:19])(=[O:20])[OH:21].[CH3:22][O:23][P:24]([O:25][CH3:26])([O:27][CH3:28])=[O:29].[Cl:1][c:2]1[n:3][cH:4][c:5]([Cl:10])[c:6]([Cl:9])[c:7]1[Cl:8].[Zn:30]>>[Cl:1][c:2]1[n:3][cH:4][c:5]([Cl:10])[cH:6][c:7]1[Cl:8]. Starting materials: O=C(O)c1cc(Br)cc(I)c1, CO, CCOCC, Cl. The product is COC(=O)c1cc(Br)cc(I)c1. RXN SMILES: [Br:1][c:2]1[cH:3][c:4]([C:5](=[O:6])[OH:7])[cH:8][c:9]([I:11])[cH:10]1.[CH3:13][OH:14].[CH3:15][CH2:16][O:17][CH2:18][CH3:19].[ClH:12]>>[Br:1][c:2]1[cH:3][c:4]([C:5](=[O:6])[O:7][CH3:13])[cH:8][c:9]([I:11])[cH:10]1.